describe an organic reaction: reactants, conditions, products, and yield From a dataset of the Open Reaction Database (ORD), a public repository of structured organic reaction records. Yields the product NC(=O)c1cccc2c1c1c(O)cccc1n2Cc1ccccc1F. RXN SMILES: [CH2:30]1[O:31][CH2:32][CH2:33][CH2:34]1.[CH3:35][CH2:36][O:37][C:38](=[O:39])[CH3:40].[ClH:27].[F:1][c:2]1[c:3]([CH2:8][n:9]2[c:10]3[cH:11][cH:12][cH:13][c:14]([C:23]([O:25][CH3:24])=[O:26])[c:15]3[c:16]3[c:17]([OH:22])[cH:18][cH:19][cH:20][c:21]23)[cH:4][cH:5][cH:6][cH:7]1.[NH4+:28].[OH-:29]>>[F:1][c:2]1[c:3]([CH2:8][n:9]2[c:10]3[cH:11][cH:12][cH:13][c:14]([C:23](=[O:25])[NH2:28])[c:15]3[c:16]3[c:17]([OH:22])[cH:18][cH:19][cH:20][c:21]23)[cH:4][cH:5][cH:6][cH:7]1. Reactants: C1CCOC1, CCOC(C)=O, Cl, COC(=O)c1cccc2c1c1c(O)cccc1n2Cc1ccccc1F, [NH4+], [OH-]. The reactants are COC(C)(OC)OC, CO, O=C(O)C1CCCCN1. Product: CC(=O)N1CCCCC1C(=O)O. Reaction SMILES: [C:10]([CH3:11])([O:12][CH3:17])([O:13][CH3:14])[O:15][CH3:16].[CH3:18][OH:19].[NH:1]1[CH:2]([C:3](=[O:4])[OH:5])[CH2:6][CH2:7][CH2:8][CH2:9]1>>[N:1]1([C:10]([CH3:11])=[O:12])[CH:2]([C:3](=[O:4])[OH:5])[CH2:6][CH2:7][CH2:8][CH2:9]1.